This data is from the Open Reaction Database (ORD), a public repository of structured organic reaction records. The task is: describe an organic reaction: reactants, conditions, products, and yield Reactants: Cc1ccc(Br)cc1C(=O)O, CC(C)(C)O, O=C([O-])O, ClCCl, [Mg+2], [Na+], O=S(=O)([O-])[O-], O=S(=O)(O)O. The product is Cc1ccc(Br)cc1C(=O)OC(C)(C)C. As a reaction SMILES: [Br:12][c:13]1[cH:14][cH:15][c:16]([CH3:22])[c:17]([C:18](=[O:19])[OH:20])[cH:21]1.[C:23]([CH3:24])([CH3:25])([CH3:26])[OH:27].[C:28](=[O:29])([OH:30])[O-:31].[Cl:33][CH2:34][Cl:35].[Mg+2:1].[Na+:32].[O-:2][S:3](=[O:4])(=[O:5])[O-:6].[S:7](=[O:8])(=[O:9])([OH:10])[OH:11]>>[Br:12][c:13]1[cH:14][cH:15][c:16]([CH3:22])[c:17]([C:18]([O:19][C:23]([CH3:24])([CH3:25])[CH3:26])=[O:20])[cH:21]1. Starting materials: C(C1=CC=CC=C1)(=O)NC(=S)NC1=C(C=NN1CC(C1=CC=CC=C1)O)C(=O)OCC (Ethyl 5-{[(benzoylamino)carbonothioyl]amino}-1-(2-hydroxy-2-phenylethyl)-1H-pyrazole-4-carboxylate), C(C)(=O)O (acetic acid). Run in [OH-].[Na+] (NaOH), O (H2O). Run at time 12 hour. The product is OC(CN1N=CC2=C1NC(NC2=O)=S)C2=CC=CC=C2 (1-(2-Hydroxy-2-phenylethyl)-6-thioxo-1,5,6,7-tetrahydro-4H-pyrazolo[3,4-d]pyrimidin-4-one). The yield is 79.8%. Reaction SMILES: C([NH:9][C:10]([NH:12][C:13]1[N:17]([CH2:18][CH:19]([OH:26])[C:20]2[CH:25]=[CH:24][CH:23]=[CH:22][CH:21]=2)[N:16]=[CH:15][C:14]=1[C:27]([O:29]CC)=O)=[S:11])(=O)C1C=CC=CC=1.C(O)(=O)C>[OH-].[Na+].O>[OH:26][CH:19]([C:20]1[CH:25]=[CH:24][CH:23]=[CH:22][CH:21]=1)[CH2:18][N:17]1[C:13]2[NH:12][C:10](=[S:11])[NH:9][C:27](=[O:29])[C:14]=2[CH:15]=[N:16]1 |f:2.3|. Reported procedure: A solution of 6 (4.38 g, 10 mmol) in 2 M NaOH (40 mL) was refluxed for 10 min and successively diluted with H2O (40 mL). The solution was acidified with glacial acetic acid. Standing in a refrigerator for 12 h, a solid crystallized, and was filtered and recrystallized from absolute ethanol to give 7 (2.3 g, 80%) as a white solid; mp 264-265° C. 1H NMR: δ 4.15-4.30 and 4.55-4.72 (2m, 2H, CH2N), 4.85-5.00 (m, 1H, CHO), 5.66 (br s, 1H, OH, disappears with D2O), 7.20-7.51 (m, 5H Ar), 8.02 (s, 1H, H-... Reactants: C(=O)C=1C=C2C(=C(NC2=CC1)C(=O)N)SC1=CC=CC=C1 (5-formyl-3-phenylsulfanyl-1H-indole-2-carboxylic acid amide), Cl.CN (methylamine HCl). Run in CO.C(Cl)Cl (MeOH CH2Cl2). Yields the product CNCC=1C=C2C(=C(NC2=CC1)C(=O)N)SC1=CC=CC=C1 (5-methylaminomethyl-3-phenylsulfanyl-1H-indole-2-carboxylic acid amide). RXN SMILES: [CH:1]([C:3]1[CH:4]=[C:5]2[C:9](=[CH:10][CH:11]=1)[NH:8][C:7]([C:12]([NH2:14])=[O:13])=[C:6]2[S:15][C:16]1[CH:21]=[CH:20][CH:19]=[CH:18][CH:17]=1)=O.Cl.[CH3:23][NH2:24]>CO.C(Cl)Cl>[CH3:23][NH:24][CH2:1][C:3]1[CH:4]=[C:5]2[C:9](=[CH:10][CH:11]=1)[NH:8][C:7]([C:12]([NH2:14])=[O:13])=[C:6]2[S:15][C:16]1[CH:21]=[CH:20][CH:19]=[CH:18][CH:17]=1 |f:1.2,3.4|. Procedure details: Treat 5-formyl-3-phenylsulfanyl-1H-indole-2-carboxylic acid amide 13 (m=0, R3=Ph) (50 mg, 0.17 mmol) with methylamine HCl (2.0 equiv, 23 mg, 0.34 mmol) as described in General Procedure X to afford 5-methylaminomethyl-3-phenylsulfanyl-1H-indole-2-carboxylic acid amide, Ic (18 mg, 34.6%) as a yellow solid, tlc Rf=0.2 (15% MeOH/CH2Cl2), m/z obs312 (M+1). The reactants are CC[C@H]1CN2CC[C@H]1C[C@@H]2[C@H](C3=C4C=C(C=CC4=NC=C3)OC)OC5=NN=C(C6=CC=CC=C65)O[C@H]([C@H]7C[C@@H]8CCN7C[C@@H]8CC)C9=C1C=C(C=CC1=NC=C9)OC (AD-mix-β), Cl (hydrochloric acid), C(C=C)C1=C(C=CC=2C(N(C(OC21)=O)C)=O)OC (8-allyl-7-methoxy-3-methyl-2H-1,3-benzoxazin-2,4(3H)-dione), S(=O)([O-])[O-].[Na+].[Na+] (sodium sulfite). Run in O (water), C(C)(C)(C)O (tert-butanol). Conditions: time 8 hour. The product is C(C=C)C=1C(=C(C(=O)NC)C=CC1OC)O (3-Allyl-2-hydroxy-4-methoxy-N-methylbenzamide). Yield: 93.3%. RXN SMILES: CC[C@@H]1[C@@H]2C[C@H]([C@@H](OC3C4C(=CC=CC=4)C(O[C@@H](C4C=CN=C5C=4C=C(OC)C=C5)[C@@H]4N5C[C@H](CC)[C@@H](CC5)C4)=NN=3)C3C=CN=C4C=3C=C(OC)C=C4)N(CC2)C1.[CH2:59]([C:62]1[C:71]2[O:70][C:69](=O)[N:68](C)[C:67](=[O:74])[C:66]=2[CH:65]=[CH:64][C:63]=1[O:75][CH3:76])[CH:60]=[CH2:61].S([O-])([O-])=O.[Na+].[Na+].Cl>O.C(O)(C)(C)C>[CH2:59]([C:62]1[C:71]([OH:70])=[C:66]([CH:65]=[CH:64][C:63]=1[O:75][CH3:76])[C:67]([NH:68][CH3:69])=[O:74])[CH:60]=[CH2:61] |f:2.3.4|. Procedure details: 3.94 g of AD-mix-β was added to a mixture consisting of 0.97 g of 8-allyl-7-methoxy-3-methyl-2H-1,3-benzoxazin-2,4(3H)-dione, 30 ml of tert-butanol, and 20 ml of water. The obtained mixture was stirred at room temperature overnight. Thereafter, 4.73 g of sodium sulfite was added to the reaction solution, and the obtained mixture was stirred for 50 minutes. The reaction solution was adjusted to be approximately pH 5 with addition of 1 N hydrochloric acid, and the reaction mixture was then extract... Starting materials: NC1=NC2=C(C=3C=C(C=NC13)CCC1=C(C=C(C=C1)O)C)C=CC(=C2)C (4-(2-(5-amino-8-methylbenzo[f][1,7]naphthyridin-2-yl)ethyl)-3-methylphenol), BrCCCC (1-bromobutane). Product: C(CCC)OC1=CC(=C(CCC=2C=NC3=C(N=C4C(=C3C2)C=CC(=C4)C)N)C=C1)C (2-(4-Butoxy-2-methylphenethyl)-8-methylbenzo[f][1,7]naphthyridin-5-amine). Reaction SMILES: [NH2:1][C:2]1[C:11]2[N:10]=[CH:9][C:8]([CH2:12][CH2:13][C:14]3[CH:19]=[CH:18][C:17]([OH:20])=[CH:16][C:15]=3[CH3:21])=[CH:7][C:6]=2[C:5]2[CH:22]=[CH:23][C:24]([CH3:26])=[CH:25][C:4]=2[N:3]=1.Br[CH2:28][CH2:29][CH2:30][CH3:31]>>[CH2:28]([O:20][C:17]1[CH:18]=[CH:19][C:14]([CH2:13][CH2:12][C:8]2[CH:9]=[N:10][C:11]3[C:6]([CH:7]=2)=[C:5]2[CH:22]=[CH:23][C:24]([CH3:26])=[CH:25][C:4]2=[N:3][C:2]=3[NH2:1])=[C:15]([CH3:21])[CH:16]=1)[CH2:29][CH2:30][CH3:31]. Procedure details: 2-(4-Butoxy-2-methylphenethyl)-8-methylbenzo[f][1,7]naphthyridin-5-amine was prepared following an analogous procedure to the preparation described for Example 139, but using 4-(2-(5-amino-8-methylbenzo[f][1,7]naphthyridin-2-yl)ethyl)-3-methylphenol (from Example 50) with 1-bromobutane. 1H NMR (Acetone-d6): δ 8.75 (s, 1H), 8.71 (s, 1H), 8.28 (d, 1H), 7.43 (s, 1H), 7.15 (d, 1H), 7.07 (d, 1H), 6.75 (s, 1H), 6.69 (d, 1H), 6.54 (br, 2H) 3.95 (t, 2H), 3.16 (t, 2H), 3.04 (t, 2H), 2.47 (s, 3H), 2.30 (s... The reactants are C(C)(C)(C)OC(=O)NC1CN(CC1C)C1=C(C=C2C(C(=CN(C2=C1F)C1CC1)C(=O)O)=O)F (7-(3-t-Butoxycarbonylamino-4-methyl-1-pyrrolidinyl)-1-cyclopropyl-6,8-difluoro-1,4-dihydro-4-oxo-3-quinolinecarboxylic acid), Cl (hydrochloric acid). Solvent: CO (methanol). Run at time 30 minute. Yields the product Cl.NC1CN(CC1C)C1=C(C=C2C(C(=CN(C2=C1F)C1CC1)C(=O)O)=O)F (7-(3-Amino-4-methyl-1-pyrrolidinyl)-1-cyclopropyl-6,8-difluoro-1,4-dihydro-4-oxo-3-quinolinecarboxylic acid hydrochloride). As a reaction SMILES: C(OC([NH:8][CH:9]1[CH:13]([CH3:14])[CH2:12][N:11]([C:15]2[C:24]([F:25])=[C:23]3[C:18]([C:19](=[O:32])[C:20]([C:29]([OH:31])=[O:30])=[CH:21][N:22]3[CH:26]3[CH2:28][CH2:27]3)=[CH:17][C:16]=2[F:33])[CH2:10]1)=O)(C)(C)C.[ClH:34]>CO>[ClH:34].[NH2:8][CH:9]1[CH:13]([CH3:14])[CH2:12][N:11]([C:15]2[C:24]([F:25])=[C:23]3[C:18]([C:19](=[O:32])[C:20]([C:29]([OH:31])=[O:30])=[CH:21][N:22]3[CH:26]3[CH2:28][CH2:27]3)=[CH:17][C:16]=2[F:33])[CH2:10]1 |f:3.4|. Procedure: 7-(3-t-Butoxycarbonylamino-4-methyl-1-pyrrolidinyl)-1-cyclopropyl-6,8-difluoro-1,4-dihydro-4-oxo-3-quinolinecarboxylic acid (0.27 g) was dissolved in a mixture of methanol (5 ml) and concentrated hydrochloric acid (5 ml) and stirred at room temperature for 30 minutes. After the reacting mixture was concentrated under reduced pressure, the resulting residue was dissolved in ethanol (10 ml) and crystallized with cooling. The resulting precipitate was recrystallized from methanol to give the title ...